The task is: describe an organic reaction: reactants, conditions, products, and yield. This data is from the Open Reaction Database (ORD), a public repository of structured organic reaction records. Product: [Si](C)(C)(C(C)(C)C)OCC=1NC2=CC=C(C=C2C1C(C(=O)OC)=O)Cl (methyl [2-({[tert-butyl(dimethyl)silyl]oxy}methyl)-5-chloro-1H-indol-3-yl](oxo)acetate). Run at temperature 0 celsius, time 30 minute. Reaction SMILES: [Si:1]([O:8][CH2:9][C:10]1[NH:11][C:12]2[C:17]([CH:18]=1)=[CH:16][C:15]([Cl:19])=[CH:14][CH:13]=2)([C:4]([CH3:7])([CH3:6])[CH3:5])([CH3:3])[CH3:2].[C:20](Cl)(=[O:24])[C:21](Cl)=[O:22].C[CH2:27][O:28]CC>>[Si:1]([O:8][CH2:9][C:10]1[NH:11][C:12]2[C:17]([C:18]=1[C:20](=[O:24])[C:21]([O:28][CH3:27])=[O:22])=[CH:16][C:15]([Cl:19])=[CH:14][CH:13]=2)([C:4]([CH3:7])([CH3:6])[CH3:5])([CH3:3])[CH3:2]. The reactants are [Si](C)(C)(C(C)(C)C)OCC=1NC2=CC=C(C=C2C1)Cl (2-({[tert-butyl(dimethyl)silyl]oxy}methyl)-5-chloro-1H-indole), CCOCC (ether), C(C(=O)Cl)(=O)Cl (Oxalyl chloride). Reported procedure: 2-({[tert-butyl(dimethyl)silyl]oxy}methyl)-5-chloro-1H-indole (1 eq) was dissolved in ether (0.38M) and the solution was cooled to 0° C. Oxalyl chloride (2M in CH2Cl2) (1.2 eq) was added to the above cold solution with vigorous stirring. Precipitation occurred. The suspension was kept stirred at 0° C. for 30 minutes. Then MeOH (3/5 volume of oxalyl chloride solution) was added to the reaction mixture, followed by NEt3 (6/5 volume of oxalyl chloride solution). The resulting mixture was then dilut... Isolated yield 65.0%.